From a dataset of the Open Reaction Database (ORD), a public repository of structured organic reaction records. describe an organic reaction: reactants, conditions, products, and yield Procedure details: A solution of 90 g (0.4 mol) of pentanediol benzyl ethyl ether and 5.7 g of palladium hydroxide on carbon in 500 ml of ethanol was hydrogenated at under the pressure. After removing off the catalyst by filtration, the reaction mixture was concentrated. The oily residue was purified by distillation under the reduced pressure, to obtain pentanediol monoethyl ether. Boiling point; 55-58° C. (0.3 mmHg). The reactants are C(C)OC(CCCC)OCC1=CC=CC=C1 (pentanediol benzyl ethyl ether). Solvent: C(C)O (ethanol). RXN SMILES: [CH2:1]([O:3][CH:4]([O:9]CC1C=CC=CC=1)[CH2:5][CH2:6][CH2:7][CH3:8])[CH3:2]>C(O)C.[OH-].[OH-].[Pd+2]>[CH2:1]([O:3][CH:4]([OH:9])[CH2:5][CH2:6][CH2:7][CH3:8])[CH3:2] |f:2.3.4|. Yields the product C(C)OC(CCCC)O (pentanediol monoethyl ether). Reagents/catalysts: [OH-].[OH-].[Pd+2] (palladium hydroxide on carbon).